Task: describe an organic reaction: reactants, conditions, products, and yield. Dataset: the Open Reaction Database (ORD), a public repository of structured organic reaction records Reactants: CI, C=CC1CC1(NC(=O)n1ccnc1)C(=O)OCC. The product is C=CC1CC1(NC(=O)n1cc[n+](C)c1)C(=O)OCC, [I-]. Reaction SMILES: [CH3:1][I:2].[n:3]1([C:8](=[O:9])[NH:10][C:11]2([C:16](=[O:17])[O:18][CH2:19][CH3:20])[CH:12]([CH:14]=[CH2:15])[CH2:13]2)[cH:4][n:5][cH:6][cH:7]1>>[CH3:1][n+:5]1[cH:4][n:3]([C:8](=[O:9])[NH:10][C:11]2([C:16](=[O:17])[O:18][CH2:19][CH3:20])[CH:12]([CH:14]=[CH2:15])[CH2:13]2)[cH:7][cH:6]1.[I-:2]. Product: CCC(NC(=O)c1cncc2c1cnn2-c1ccc(F)cc1)c1nc(C(=O)O)c(C)o1. As a reaction SMILES: [CH2:37]1[O:38][CH2:39][CH2:40][CH2:41]1.[CH3:1][O:2][C:3](=[O:4])[c:5]1[n:6][c:7]([CH:11]([CH2:12][CH3:13])[NH:14][C:15](=[O:16])[c:17]2[c:18]3[c:19]([cH:20][n:21][cH:22]2)[n:23](-[c:26]2[cH:27][cH:28][c:29]([F:32])[cH:30][cH:31]2)[n:24][cH:25]3)[o:8][c:9]1[CH3:10].[CH3:42][OH:43].[ClH:36].[Li+:34].[OH-:33].[OH2:35].[OH2:44]>>[O:2]=[C:3]([OH:4])[c:5]1[n:6][c:7]([CH:11]([CH2:12][CH3:13])[NH:14][C:15](=[O:16])[c:17]2[c:18]3[c:19]([cH:20][n:21][cH:22]2)[n:23](-[c:26]2[cH:27][cH:28][c:29]([F:32])[cH:30][cH:31]2)[n:24][cH:25]3)[o:8][c:9]1[CH3:10]. Starting materials: C1CCOC1, CCC(NC(=O)c1cncc2c1cnn2-c1ccc(F)cc1)c1nc(C(=O)OC)c(C)o1, CO, Cl, [Li+], [OH-], O, O. Reactants: Nc1nc(=O)n(C2OC(CO)C(O)C2O)cc1CCCNC(=O)C(F)(F)F, [NH4+], [OH-], O. Product: NCCCc1cn(C2OC(CO)C(O)C2O)c(=O)nc1N. RXN SMILES: [F:1][C:2]([F:3])([F:4])[C:26]([NH:5][CH2:6][CH2:7][CH2:8][c:9]1[c:10]([NH2:25])[n:11][c:12](=[O:24])[n:13]([CH:14]2[CH:15]([OH:16])[CH:17]([OH:18])[CH:19]([CH2:20][OH:21])[O:22]2)[cH:23]1)=[O:27].[NH4+:28].[OH-:29].[OH2:30]>>[NH2:5][CH2:6][CH2:7][CH2:8][c:9]1[c:10]([NH2:25])[n:11][c:12](=[O:24])[n:13]([CH:14]2[CH:15]([OH:16])[CH:17]([OH:18])[CH:19]([CH2:20][OH:21])[O:22]2)[cH:23]1. Reactants: CCO, [H][H], CC(CCCCn1c(=O)c2[nH]c(CNC(=O)OC(C)(C)C)nc2n(C)c1=O)N=[N+]=[N-]. The product is CC(N)CCCCn1c(=O)c2[nH]c(CNC(=O)OC(C)(C)C)nc2n(C)c1=O. As a reaction SMILES: [CH3:33][CH2:34][OH:35].[H:31][H:32].[N:1](=[N+:2]=[N-:3])[CH:4]([CH2:5][CH2:6][CH2:7][CH2:8][n:9]1[c:10](=[O:11])[n:12]([CH3:29])[c:13]2[n:14][c:15]([CH2:20][NH:21][C:22](=[O:23])[O:24][C:25]([CH3:26])([CH3:27])[CH3:28])[nH:16][c:17]2[c:18]1=[O:19])[CH3:30]>>[NH2:1][CH:4]([CH2:5][CH2:6][CH2:7][CH2:8][n:9]1[c:10](=[O:11])[n:12]([CH3:29])[c:13]2[n:14][c:15]([CH2:20][NH:21][C:22](=[O:23])[O:24][C:25]([CH3:26])([CH3:27])[CH3:28])[nH:16][c:17]2[c:18]1=[O:19])[CH3:30]. Reactants: c1cc2c3c(c1)C1CCNCCC1N3CCO2, CCN(C(C)C)C(C)C, O=C(CCCCl)c1ccc(F)cc1, C1COCCO1. Yields the product O=C(CCCN1CCC2c3cccc4c3N(CCO4)C2CC1)c1ccc(F)cc1. Reaction SMILES: [CH2:1]1[CH2:2][O:3][c:4]2[cH:5][cH:6][cH:7][c:8]3[c:12]2[N:11]1[CH:10]1[CH:9]3[CH2:17][CH2:16][NH:15][CH2:14][CH2:13]1.[CH:31]([N:32]([CH2:33][CH3:34])[CH:35]([CH3:36])[CH3:37])([CH3:38])[CH3:39].[Cl:18][CH2:19][CH2:20][CH2:21][C:22](=[O:23])[c:24]1[cH:25][cH:26][c:27]([F:30])[cH:28][cH:29]1.[O:40]1[CH2:41][CH2:42][O:43][CH2:44][CH2:45]1>>[CH2:1]1[CH2:2][O:3][c:4]2[cH:5][cH:6][cH:7][c:8]3[c:12]2[N:11]1[CH:10]1[CH:9]3[CH2:17][CH2:16][N:15]([CH2:19][CH2:20][CH2:21][C:22](=[O:23])[c:24]2[cH:25][cH:26][c:27]([F:30])[cH:28][cH:29]2)[CH2:14][CH2:13]1.